From a dataset of the Open Reaction Database (ORD), a public repository of structured organic reaction records. describe an organic reaction: reactants, conditions, products, and yield Yields the product CS(=O)c1ncnn1C[Si](C)(c1ccc(F)cc1)c1ccc(F)cc1. Reactants: ClCCl, O=C(OO)c1cccc(Cl)c1, CSc1ncnn1C[Si](C)(c1ccc(F)cc1)c1ccc(F)cc1. As a reaction SMILES: [CH2:36]([Cl:37])[Cl:38].[Cl:25][c:26]1[cH:27][cH:28][cH:29][c:30]([C:31]([O:32][OH:34])=[O:33])[cH:35]1.[F:1][c:2]1[cH:3][cH:4][c:5]([Si:8]([CH2:9][n:10]2[n:11][cH:12][n:13][c:14]2[S:15][CH3:16])([CH3:17])[c:18]2[cH:19][cH:20][c:21]([F:24])[cH:22][cH:23]2)[cH:6][cH:7]1>>[F:1][c:2]1[cH:3][cH:4][c:5]([Si:8]([CH2:9][n:10]2[n:11][cH:12][n:13][c:14]2[S:15]([CH3:16])=[O:33])([CH3:17])[c:18]2[cH:19][cH:20][c:21]([F:24])[cH:22][cH:23]2)[cH:6][cH:7]1.